Dataset: the Open Reaction Database (ORD), a public repository of structured organic reaction records. Task: describe an organic reaction: reactants, conditions, products, and yield Reactants: ClC(=O)N1C2=C(NC(C3=C1C=CC=C3)=O)C=CC=N2 (11-(chlorocarbonyl)-5,11-dihydro-6H-pyrido[2,3-b][1,4]benzodiazepin-6-one), C(C)N(CC)CC1N(CCCC1)CCCN (3-[2-[(diethylamino)methyl]-piperidin-1-yl]propanamine). Solvent: C(C)#N (acetonitrile). Product: C(C)N(CC)CC1N(CCCC1)CCCNC(=O)N1C2=C(NC(C3=C1C=CC=C3)=O)C=CC=N2 (11-[[[3-[2-[(Diethylamino)methyl]-piperidin-1-yl]propyl]amino]carbonyl]-5,11-dihydro-6H-pyrido[2,3-b][1,4]benzodiazepin-6-one). Yield: 47.0%. RXN SMILES: Cl[C:2]([N:4]1[C:10]2[CH:11]=[CH:12][CH:13]=[CH:14][C:9]=2[C:8](=[O:15])[NH:7][C:6]2[CH:16]=[CH:17][CH:18]=[N:19][C:5]1=2)=[O:3].[CH2:20]([N:22]([CH2:25][CH:26]1[CH2:31][CH2:30][CH2:29][CH2:28][N:27]1[CH2:32][CH2:33][CH2:34][NH2:35])[CH2:23][CH3:24])[CH3:21]>C(#N)C>[CH2:20]([N:22]([CH2:25][CH:26]1[CH2:31][CH2:30][CH2:29][CH2:28][N:27]1[CH2:32][CH2:33][CH2:34][NH:35][C:2]([N:4]1[C:10]2[CH:11]=[CH:12][CH:13]=[CH:14][C:9]=2[C:8](=[O:15])[NH:7][C:6]2[CH:16]=[CH:17][CH:18]=[N:19][C:5]1=2)=[O:3])[CH2:23][CH3:24])[CH3:21]. Procedure: Prepared analogously to Example 2 from 11-(chlorocarbonyl)-5,11-dihydro-6H-pyrido[2,3-b][1,4]benzodiazepin-6-one and 3-[2-[(diethylamino)methyl]-piperidin-1-yl]propanamine in a yield of 47% of theory. Colourless crystals, m.p. 160°-161° C. (acetonitrile). Reactants: Ethyl 4-(6-[2-dimethyl-aminoethoxy]pyridin-3-yl)benzoate, O=C1C=CC(=CN1)C1=CC=C(C(=O)OCC)C=C1 (ethyl 4-(6-oxo-1,6-dihydropyridin-3-yl)benzoate), [I-].[K+] (potassium iodide), Cl.CN(CCCl)C (2-dimethylaminoethyl-chloride hydrochloride), CN(CCN1C=C(C=CC1=O)C1=CC=C(C(=O)OCC)C=C1)C (Ethyl 4-(1-[2-dimethylaminoethyl]-6-oxo-1,6-dihydropyridin-3-yl)benzoate), [H-].[Na+] (sodium hydride), C(=O)(C(F)(F)F)O (TFA). Solvent: C1CCOC1 (THF), CN(C)C=O (DMF). Reaction conditions: temperature 50 celsius. Product: CN(CCN1C=C(C=CC1=O)C1=CC=C(C(=O)OCC)C=C1)C (ethyl 4-(1-[2-dimethylamino-ethyl]-6-oxo-1,6-dihydropyridin-3-yl)benzoate), CN(CCOC1=CC=C(C=N1)C1=CC=C(C(=O)OCC)C=C1)C (ethyl 4-(6-[2-di-methylaminoethoxy]pyridin-3-yl)benzoate). Isolated yield 12.5%. RXN SMILES: [CH3:1][N:2]([CH3:23])[CH2:3][CH2:4][N:5]1[C:10](=[O:11])[CH:9]=[CH:8][C:7]([C:12]2[CH:22]=[CH:21][C:15]([C:16]([O:18][CH2:19][CH3:20])=[O:17])=[CH:14][CH:13]=2)=[CH:6]1.[O:24]=[C:25]1[NH:30][CH:29]=[C:28]([C:31]2[CH:41]=[CH:40][C:34]([C:35]([O:37][CH2:38][CH3:39])=[O:36])=[CH:33][CH:32]=2)[CH:27]=[CH:26]1.[H-].[Na+].[I-].[K+].Cl.[CH3:47][N:48]([CH3:52])[CH2:49][CH2:50]Cl.C(O)(C(F)(F)F)=O>C1COCC1.CN(C=O)C>[CH3:23][N:2]([CH3:1])[CH2:3][CH2:4][N:5]1[C:10](=[O:11])[CH:9]=[CH:8][C:7]([C:12]2[CH:13]=[CH:14][C:15]([C:16]([O:18][CH2:19][CH3:20])=[O:17])=[CH:21][CH:22]=2)=[CH:6]1.[CH3:47][N:48]([CH3:52])[CH2:49][CH2:50][O:24][C:25]1[N:30]=[CH:29][C:28]([C:31]2[CH:41]=[CH:40][C:34]([C:35]([O:37][CH2:38][CH3:39])=[O:36])=[CH:33][CH:32]=2)=[CH:27][CH:26]=1 |f:2.3,4.5,6.7|. Procedure: Ethyl 4-(1-[2-dimethylaminoethyl]-6-oxo-1,6-dihydropyridin-3-yl)benzoate and Ethyl 4-(6-[2-dimethyl-aminoethoxy]pyridin-3-yl)benzoate. To a cooled (0° C.) slurry of ethyl 4-(6-oxo-1,6-dihydropyridin-3-yl)benzoate [0.500 g, 2.06 mmol, reference example 36f] in THF:DMF [30 mL 5:1] is added 60% sodium hydride [0.247 g, 6.18 mmol]. After ten minutes added potassium iodide [2 mg] and 2-dimethylaminoethyl-chloride hydrochloride [Aldrich, 0.386 g, 2.68 mmol] and heated to 50° C. After twenty hours, que... The reactants are C1CCOC1, CC(C(=O)[O-])=P(c1ccccc1)(c1ccccc1)c1ccccc1, Cc1nc(C(F)(F)F)ccc1C=O, Cc1ccccc1, CCOC(C)=O, [Li+], [OH-], O. The product is Cc1nc(C(F)(F)F)ccc1C=CC(=O)O. Reaction SMILES: [CH2:54]1[O:55][CH2:56][CH2:57][CH2:58]1.[CH3:14][C:15]([C:16](=[O:17])[O-:18])=[P:19]([c:20]1[cH:21][cH:22][cH:23][cH:24][cH:25]1)([c:26]1[cH:27][cH:28][cH:29][cH:30][cH:31]1)[c:32]1[cH:33][cH:34][cH:35][cH:36][cH:37]1.[CH3:1][c:2]1[n:3][c:4]([C:10]([F:11])([F:12])[F:13])[cH:5][cH:6][c:7]1[CH:8]=[O:9].[CH3:40][c:41]1[cH:42][cH:43][cH:44][cH:45][cH:46]1.[CH3:47][CH2:48][O:49][C:50]([CH3:51])=[O:52].[Li+:39].[OH-:38].[OH2:53]>>[CH3:1][c:2]1[n:3][c:4]([C:10]([F:11])([F:12])[F:13])[cH:5][cH:6][c:7]1[CH:8]=[CH:15][C:16](=[O:17])[OH:18]. The reactants are [N+](=O)([O-])C=1C=C(C=CC=O)C=CC1 (3-nitro cinnamaldehyde), C(CC(=O)O)(=O)O (malonic acid). The solvent is C(C)(=O)O (acetic acid). Product: [N+](=O)([O-])C=1C=C(C=CC=C(C(=O)O)C(=O)O)C=CC1 (3-nitro cinnamylidene malonic acid), desired product. RXN SMILES: [N+:1]([C:4]1[CH:5]=[C:6]([CH:11]=[CH:12][CH:13]=1)[CH:7]=[CH:8][CH:9]=O)([O-:3])=[O:2].[C:14]([OH:20])(=[O:19])[CH2:15][C:16]([OH:18])=[O:17]>C(O)(=O)C>[N+:1]([C:4]1[CH:5]=[C:6]([CH:11]=[CH:12][CH:13]=1)[CH:7]=[CH:8][CH:9]=[C:15]([C:14]([OH:20])=[O:19])[C:16]([OH:18])=[O:17])([O-:3])=[O:2]. Reported procedure: 3-nitro cinnamylidene malonic acid was prepared by reacting 3-nitro cinnamaldehyde (13.7 g) with malonic acid (8.05 g 0.077 mol.) in glacial acetic acid (20 ml) at 100° C. for 6 hrs. After cooling, the product was collected, washed and dried to yield 8.9 g. of the desired product m.p 185°-187° C. Reactants: C#CCCCCCC (1-octyne), [Li]C (MeLi), C(C)(C)C1C=CC(CC1)=O (4-isopropyl-2-cyclohexenone), [Li]C (MeLi), [Zn](C)C (ZnMe2), CCCCCCC (heptane), CCOCC (Et2O). The reagents and catalysts are [Cu] (copper), C(#N)[Cu] (CuCN), [H-].[Cl-].[CH-]1C=CC=C1.[CH-]1C=CC=C1.[Zr+2] (zirconocene chloride hydride), [Zr] (zirconium), [CH-]1C=CC=C1.[CH-]1C=CC=C1.[Zr+2] (zirconocene). Reaction conditions: temperature -78 celsius. Yields the product C(=CCCCCCC)C1CC(CCC1C(C)C)=O (3-(1-octen-1-yl)-4-isopropylcyclohexanone). Isolated yield 81.3%. As a reaction SMILES: [CH:1]#[C:2][CH2:3][CH2:4][CH2:5][CH2:6][CH2:7][CH3:8].[Li]C.[Zn](C)C.CCCCCCC.CCOCC.[CH:26]([CH:29]1[CH2:34][CH2:33][C:32](=[O:35])[CH:31]=[CH:30]1)([CH3:28])[CH3:27]>[H-].[Cl-].[CH-]1C=CC=C1.[CH-]1C=CC=C1.[Zr+2].[CH-]1C=CC=C1.[CH-]1C=CC=C1.[Zr+2].[Cu].[Zr].C([Cu])#N>[CH:1]([CH:30]1[CH:29]([CH:26]([CH3:28])[CH3:27])[CH2:34][CH2:33][C:32](=[O:35])[CH2:31]1)=[CH:2][CH2:3][CH2:4][CH2:5][CH2:6][CH2:7][CH3:8] |f:6.7.8.9.10,11.12.13|. Reported procedure: A 10 mL round-bottom flask equipped with a stir bar was charged with zirconocene chloride hydride (0.267 g, 1.014 mmol) and sealed with a septum. The flask was evacuated with a vacuum pump and purged with argon, the process being repeated 3 times. THF (2.5 mL) was injected and the mixture stirred to generate a white slurry which was treated via syringe with 1-octyne (0.113 g, 1.01 mmol). The mixture was stirred for 15 minutes to yield a yellow-green solution which was cooled to -78° C. and treat... The yield is 54.8%. Solvent: O (water), C(C)O (ethanol), C(C)O (ethanol). Reported procedure: A mixture of 1.5 grams (0.0034 mole) of 1-(2,3,5,6-tetrafluoro-4-trifluoromethylphenyl)-5-methylcarbonyloxymethylcarbonylamino-4-nitropyrazole, 2.63 mL of a 2N aqueous sodium hydroxide solution, 1.5 mL of ethanol, and 4.7 mL of water was stirred at room temperature for 15 minutes. After the pH was adjusted to 5.0 with dilute hydrochloric acid, ethanol was removed from the mixture by distillation under reduced pressure. The remaining aqueous phase was extracted with methylene chloride, and the ex... The product is FC1=C(C(=C(C(=C1F)C(F)(F)F)F)F)N1N=CC(=C1NC(=O)CO)[N+](=O)[O-] (1-(2,3,5,6-tetrafluoro-4-trifluoromethylphenyl)- 5-hydroxymethylcarbonylamino-4-nitropyrazole). Starting materials: FC1=C(C(=C(C(=C1F)C(F)(F)F)F)F)N1N=CC(=C1NC(=O)COC(=O)C)[N+](=O)[O-] (1-(2,3,5,6-tetrafluoro-4-trifluoromethylphenyl)-5-methylcarbonyloxymethylcarbonylamino-4-nitropyrazole), [OH-].[Na+] (sodium hydroxide), Cl (hydrochloric acid). Conditions: time 15 minute. RXN SMILES: [F:1][C:2]1[C:7]([F:8])=[C:6]([C:9]([F:12])([F:11])[F:10])[C:5]([F:13])=[C:4]([F:14])[C:3]=1[N:15]1[C:19]([NH:20][C:21]([CH2:23][O:24]C(C)=O)=[O:22])=[C:18]([N+:28]([O-:30])=[O:29])[CH:17]=[N:16]1.[OH-].[Na+].Cl>C(O)C.O>[F:1][C:2]1[C:7]([F:8])=[C:6]([C:9]([F:12])([F:11])[F:10])[C:5]([F:13])=[C:4]([F:14])[C:3]=1[N:15]1[C:19]([NH:20][C:21]([CH2:23][OH:24])=[O:22])=[C:18]([N+:28]([O-:30])=[O:29])[CH:17]=[N:16]1 |f:1.2|. The reactants are ClC1=C(C(=CC=C1)Cl)NC(=S)NC(C)=O (N-(2,6-dichlorophenyl)-N'-acetylthiourea), CI (methyliodide), C(=O)([O-])[O-].[K+].[K+] (K2CO3), O (H2O). Run in CC(=O)C (acetone). Conditions: time 5 hour. The product is ClC1=C(C(=CC=C1)Cl)NC(SC)=NC(C)=O (N-(2,6-dichloro-phenyl)-N'-acetyl-S-methylisothiourea). Reaction SMILES: [Cl:1][C:2]1[CH:7]=[CH:6][CH:5]=[C:4]([Cl:8])[C:3]=1[NH:9][C:10]([NH:12][C:13](=[O:15])[CH3:14])=[S:11].[C:16]([O-])([O-])=O.[K+].[K+].O.CI>CC(C)=O>[Cl:1][C:2]1[CH:7]=[CH:6][CH:5]=[C:4]([Cl:8])[C:3]=1[NH:9][C:10](=[N:12][C:13](=[O:15])[CH3:14])[S:11][CH3:16] |f:1.2.3|. Procedure details: 26.3 g (0.1M) of N-(2,6-dichlorophenyl)-N'-acetylthiourea, 9.9 g (0.06M) of ground 2 K2CO3.3 H2O, 8.3 ml (0.13M) of methyliodide and 200 ml of acetone are put to boil and are energetically shaken for 5 hours. The acetone is distilled off and the residue is washed with water and filtered. The sediment on the filter is washed once or twice more with water. After drying the product is boiled in a reflux with isopropanol 1:6, weight:volume) and is filtered. From the filtrate 22.0 g of N-(2,6-dichlor...